Dataset: the Open Reaction Database (ORD), a public repository of structured organic reaction records. Task: describe an organic reaction: reactants, conditions, products, and yield The reactants are Cl.ClC=1C=C(C=CC1)N1N=C(C=C1CN)C(F)(F)F ((1-(3-chlorophenyl)-3-(trifluoromethyl)-1H-pyrazol-5-yl)methanamine hydrochloride), TEA, OCC(CO)(C)C1=CC=C(C=C1)NC(OC1=CC=CC=C1)=O (phenyl 4-(1,3-dihydroxy-2-methylpropan-2-yl)phenylcarbamate). Solvent: CN(C)C=O (DMF). Conditions: time 16 hour. Product: ClC=1C=C(C=CC1)N1N=C(C=C1CNC(=O)NC1=CC=C(C=C1)C(CO)(CO)C)C(F)(F)F (1-((1-(3-chlorophenyl)-3-(trifluoromethyl)-1H-pyrazol-5-yl)methyl)-3-(4-(1,3-dihydroxy-2-methylpropan-2-yl)phenyl)urea). Isolated yield 65.9%. Reaction SMILES: Cl.[Cl:2][C:3]1[CH:4]=[C:5]([N:9]2[C:13]([CH2:14][NH2:15])=[CH:12][C:11]([C:16]([F:19])([F:18])[F:17])=[N:10]2)[CH:6]=[CH:7][CH:8]=1.[OH:20][CH2:21][C:22]([C:26]1[CH:31]=[CH:30][C:29]([NH:32][C:33](=O)[O:34]C2C=CC=CC=2)=[CH:28][CH:27]=1)([CH3:25])[CH2:23][OH:24]>CN(C=O)C>[Cl:2][C:3]1[CH:4]=[C:5]([N:9]2[C:13]([CH2:14][NH:15][C:33]([NH:32][C:29]3[CH:28]=[CH:27][C:26]([C:22]([CH3:25])([CH2:23][OH:24])[CH2:21][OH:20])=[CH:31][CH:30]=3)=[O:34])=[CH:12][C:11]([C:16]([F:17])([F:18])[F:19])=[N:10]2)[CH:6]=[CH:7][CH:8]=1 |f:0.1|. Reported procedure: To a stirred solution of (1-(3-chlorophenyl)-3-(trifluoromethyl)-1H-pyrazol-5-yl)methanamine hydrochloride (103 mg, 0.33 mmol, 1.0 eq) in DMF (5 mL) was added TEA (0.092 mL, 0.66 mmol, 2.0 eq) followed by phenyl 4-(1,3-dihydroxy-2-methylpropan-2-yl)phenylcarbamate (100 mg, 0.33 mmol, 1.0 eq) at 0° C. and the mixture was stirred for 16 h at RT. The reaction mixture was concentrated under vacuum and the residue purified by neutral alumina column chromatography using MeOH/CHCl3 (0.5:9.5) as eluent ... Starting materials: BrCCCCl (1-bromo-3-chloropropane), 47, CC=1C=CC2=C(N(C(N2)=O)C(=C)C)C1 (1,3-dihydro-6-methyl-1-(1-methylethenyl)-2H-benzimidazol-2-one), [OH-].[Na+] (sodium hydroxide). Reagents/catalysts: [Cl-].C(C)[N+](CC1=CC=CC=C1)(CC)CC (N,N,N-triethylbenzenemethanaminium chloride). Conditions: temperature 60 celsius, time 1 hour. Product: ClCCCN1C(N(C2=C1C=CC(=C2)C)C(=C)C)=O (1-(3-chloropropyl)-1,3-dihydro-5-methyl-3-(1-methylethenyl)-2H-benzimidazol-2-one). As a reaction SMILES: [CH3:1][C:2]1[CH:3]=[CH:4][C:5]2[NH:9][C:8](=[O:10])[N:7]([C:11]([CH3:13])=[CH2:12])[C:6]=2[CH:14]=1.[OH-].[Na+].Br[CH2:18][CH2:19][CH2:20][Cl:21]>[Cl-].C([N+](CC)(CC)CC1C=CC=CC=1)C>[Cl:21][CH2:20][CH2:19][CH2:18][N:9]1[C:5]2[CH:4]=[CH:3][C:2]([CH3:1])=[CH:14][C:6]=2[N:7]([C:11]([CH3:13])=[CH2:12])[C:8]1=[O:10] |f:1.2,4.5|. Procedure: To a stirred and hot (50° C.) mixture of 47 parts of 1,3-dihydro-6-methyl-1-(1-methylethenyl)-2H-benzimidazol-2-one and 5 parts of N,N,N-triethylbenzenemethanaminium chloride in 300 parts of a sodium hydroxide solution 50% are added 79 parts of 1-bromo-3-chloropropane. The whole is heated to 60° C.: exothermic reaction (temperature rises to 75° C.). Stirring is continued for one hour while cooling to keep the temperature between 60° and 70° C. The reaction mixture is cooled and poured onto crush... Starting materials: C[SiH](C1=CC=C(O[SiH](C)C)C=C1)C (4-dimethylsilylphenoxydimethylsilane), solution, C[O-].[Na+] (sodium methoxide). The solvent is C(C)OCC (diethylether), CO (methanol). Run at time 8 hour. Product: C[SiH](C1=CC=C(C=C1)O)C (4-dimethylsilylphenol). As a reaction SMILES: [CH3:1][SiH:2]([CH3:13])[C:3]1[CH:12]=[CH:11][C:6]([O:7][SiH](C)C)=[CH:5][CH:4]=1.C[O-].[Na+]>C(OCC)C.CO>[CH3:1][SiH:2]([CH3:13])[C:3]1[CH:12]=[CH:11][C:6]([OH:7])=[CH:5][CH:4]=1 |f:1.2|. Reported procedure: To a cold solution (~9° C.) of 26.0 g of 4-dimethylsilylphenoxydimethylsilane in 250 ml of diethylether was added 10 ml of a solution of sodium methoxide (0.4N) in methanol and the mixture stirred overnight. Solvents were removed by evaporation on a rotary evaporator at room temperature to yield 15.6 g (83.0%) of crude product, m.p. 59°-60° C. After recrystallization from hexane, the phenol was obtained as needles, m.p. 61° C.